Dataset: the Open Reaction Database (ORD), a public repository of structured organic reaction records. Task: describe an organic reaction: reactants, conditions, products, and yield Reported procedure: In analogy to the procedure described in Example 47 b), 6-cyclopropylmethoxy-5-(3,3-difluoro-azetidin-1-yl)-pyridine-2-carboxylic acid (Example 1 b)) was reacted with 2-(tert-butylamino)acetamide (207925-15-3) in the presence of TBTU and DIEA to obtain the title compound as white solid; MS (EI): m/e=397.5 [MH+]. The product is C(C)(C)(C)N(C(=O)C1=NC(=C(C=C1)N1CC(C1)(F)F)OCC1CC1)CC(N)=O (6-Cyclopropylmethoxy-5-(3,3-difluoro-azetidin-1-yl)-pyridine-2-carboxylic acid tert-butyl-carbamoylmethyl-amide). The reactants are C(C)(C)(C)NCC(=O)N (2-(tert-butylamino)acetamide), CN(C)C(=[N+](C)C)ON1C2=C(C=CC=C2)N=N1.[B-](F)(F)(F)F (TBTU), CCN(C(C)C)C(C)C (DIEA), C1(CC1)COC1=C(C=CC(=N1)C(=O)O)N1CC(C1)(F)F (6-cyclopropylmethoxy-5-(3,3-difluoro-azetidin-1-yl)-pyridine-2-carboxylic acid). Reaction SMILES: [CH:1]1([CH2:4][O:5][C:6]2[N:11]=[C:10]([C:12]([OH:14])=O)[CH:9]=[CH:8][C:7]=2[N:15]2[CH2:18][C:17]([F:20])([F:19])[CH2:16]2)[CH2:3][CH2:2]1.[C:21]([NH:25][CH2:26][C:27]([NH2:29])=[O:28])([CH3:24])([CH3:23])[CH3:22].CN(C(ON1N=NC2C=CC=CC1=2)=[N+](C)C)C.[B-](F)(F)(F)F.CCN(C(C)C)C(C)C>>[C:21]([N:25]([CH2:26][C:27](=[O:28])[NH2:29])[C:12]([C:10]1[CH:9]=[CH:8][C:7]([N:15]2[CH2:18][C:17]([F:20])([F:19])[CH2:16]2)=[C:6]([O:5][CH2:4][CH:1]2[CH2:2][CH2:3]2)[N:11]=1)=[O:14])([CH3:24])([CH3:23])[CH3:22] |f:2.3|. Starting materials: CS(=O)(=O)c1ccc(Oc2ncnc3c2cnn3C2CCNCC2)cc1, CCOC(=O)Cl, O=C(O)C(F)(F)F, O. The product is CCOC(=O)N1CCC(n2ncc3c(Oc4ccc(S(C)(=O)=O)cc4)ncnc32)CC1. RXN SMILES: [CH3:8][S:9](=[O:10])(=[O:11])[c:12]1[cH:13][cH:14][c:15]([O:16][c:17]2[c:18]3[c:19]([n:20][cH:21][n:22]2)[n:23]([CH:26]2[CH2:27][CH2:28][NH:29][CH2:30][CH2:31]2)[n:24][cH:25]3)[cH:32][cH:33]1.[Cl:34][C:35](=[O:36])[O:37][CH2:38][CH3:39].[F:1][C:2]([F:3])([F:4])[C:5]([OH:6])=[O:7].[OH2:40]>>[CH3:8][S:9](=[O:10])(=[O:11])[c:12]1[cH:13][cH:14][c:15]([O:16][c:17]2[c:18]3[c:19]([n:20][cH:21][n:22]2)[n:23]([CH:26]2[CH2:27][CH2:28][N:29]([C:35](=[O:36])[O:37][CH2:38][CH3:39])[CH2:30][CH2:31]2)[n:24][cH:25]3)[cH:32][cH:33]1. The reactants are ClCC(=O)N1CCCC2=CC=CC=C12 (2-Chloro-1-(3,4-dihydro-2H-quinolin-1-yl)ethanone), ClC1=CC=CC2=C1N=C(S2)S (4-chlorobenzo[d]thiazole-2-thiol). The product is ClC1=CC=CC2=C1N=C(S2)SCC(=O)N2CCCC1=CC=CC=C21 (2-(4-Chloro-benzothiazol-2-ylsulfanyl)-1-(3,4-dihydro-2H-quinolin-1-yl)-ethanone). Yield: 72.0%. As a reaction SMILES: Cl[CH2:2][C:3]([N:5]1[C:14]2[C:9](=[CH:10][CH:11]=[CH:12][CH:13]=2)[CH2:8][CH2:7][CH2:6]1)=[O:4].[Cl:15][C:16]1[C:21]2[N:22]=[C:23]([SH:25])[S:24][C:20]=2[CH:19]=[CH:18][CH:17]=1>>[Cl:15][C:16]1[C:21]2[N:22]=[C:23]([S:25][CH2:2][C:3]([N:5]3[C:14]4[C:9](=[CH:10][CH:11]=[CH:12][CH:13]=4)[CH2:8][CH2:7][CH2:6]3)=[O:4])[S:24][C:20]=2[CH:19]=[CH:18][CH:17]=1. Procedure: The title compound was synthesized according to General Procedure A using compound 4 as the electrophile and 4-chlorobenzo[d]thiazole-2-thiol as the nucleophile to yield 22 as a white solid (72%): MS m/z: 375 (M+H)+. Anal. Calcd. For, C18H15ClN2OS2: C, 57.67; H, 4.03; N, 7.47; S, 17.11; Cl, 9.46. Found: C, 57.79; H, 4.08; N, 7.48; S, 17.33; Cl, 9.41. Starting materials: O (water), C(CCC)(=O)C=1C=NC2=C(C=CC=C2C1NC1=C(C=CC=C1)Cl)OCCCSC (3-butyryl-4-(2-chlorophenylamino)-8-(3-methylthiopropoxy)quinoline), [O-]Cl.[Na+] (NaOCl). Solvent: C(Cl)Cl (methylene chloride), C(Cl)Cl (methylene chloride). Reaction conditions: time 4 hour. The product is C(CCC)C=1C=NC2=C(C=CC=C2C1NC1=C(C=CC=C1)Cl)OCCCS(=O)C (3-butyl-4-(2-chlorophenylamino)-8(3-methylsulfinylpropoxy)quinoline). The yield is 32.0%. As a reaction SMILES: [C:1]([C:6]1[CH:7]=[N:8][C:9]2[C:14]([C:15]=1[NH:16][C:17]1[CH:22]=[CH:21][CH:20]=[CH:19][C:18]=1[Cl:23])=[CH:13][CH:12]=[CH:11][C:10]=2[O:24][CH2:25][CH2:26][CH2:27][S:28][CH3:29])(=O)[CH2:2][CH2:3][CH3:4].[OH2:30].[O-]Cl.[Na+]>C(Cl)Cl>[CH2:1]([C:6]1[CH:7]=[N:8][C:9]2[C:14]([C:15]=1[NH:16][C:17]1[CH:22]=[CH:21][CH:20]=[CH:19][C:18]=1[Cl:23])=[CH:13][CH:12]=[CH:11][C:10]=2[O:24][CH2:25][CH2:26][CH2:27][S:28]([CH3:29])=[O:30])[CH2:2][CH2:3][CH3:4] |f:2.3|. Procedure: 3-butyryl-4-(2-chlorophenylamino)-8-(3-methylthiopropoxy)quinoline (0.31 g, 0.72 mmol) was dissolved in methylene chloride (10 ml), 5 ml water was added and then a solution of 1.5 ml (1.09 mmol) of 5% NaOCl in 10 ml methylene chloride was added. The mixture was stirred for 4 h at room temperature. The organic phase was separated and evaporated. Chromatography with methylene chloride:methanol 95:5 as the eluent gave 0.104g (32%) of the title compound. Reactants: NC(=O)OCC(N)c1ccccc1C(F)(F)F, ClCCCl, O=C(O)Cn1nc(-c2ccc(Cl)cc2)n(Cc2ccccc2F)c1=O, Cl, Cl, CN(C)C=O, On1nnc2ccccc21. Yields the product NC(=O)OCC(NC(=O)Cn1nc(-c2ccc(Cl)cc2)n(Cc2ccccc2F)c1=O)c1ccccc1C(F)(F)F. As a reaction SMILES: [C:41]([NH2:42])([O:43][CH2:44][CH:45]([c:46]1[c:47]([C:52]([F:53])([F:54])[F:55])[cH:48][cH:49][cH:50][cH:51]1)[NH2:56])=[O:57].[CH2:26]([Cl:27])[CH2:28][Cl:29].[Cl:1][c:2]1[cH:3][cH:4][c:5](-[c:8]2[n:9][n:10]([CH2:22][C:23](=[O:24])[OH:25])[c:11](=[O:21])[n:12]2[CH2:13][c:14]2[c:15]([F:20])[cH:16][cH:17][cH:18][cH:19]2)[cH:6][cH:7]1.[ClH:40].[ClH:58].[O:59]=[CH:60][N:61]([CH3:62])[CH3:63].[OH:30][n:31]1[c:32]2[c:33]([cH:34][cH:35][cH:36][cH:37]2)[n:38][n:39]1>>[Cl:1][c:2]1[cH:3][cH:4][c:5](-[c:8]2[n:9][n:10]([CH2:22][C:23](=[O:25])[NH:56][CH:45]([CH2:44][O:43][C:41]([NH2:42])=[O:57])[c:46]3[c:47]([C:52]([F:53])([F:54])[F:55])[cH:48][cH:49][cH:50][cH:51]3)[c:11](=[O:21])[n:12]2[CH2:13][c:14]2[c:15]([F:20])[cH:16][cH:17][cH:18][cH:19]2)[cH:6][cH:7]1. Starting materials: O=C1COCC(=O)N1CCCCCCN1CCCCC1, [Na+], [OH-]. Yields the product O=C([O-])COCC(=O)NCCCCCCN1CCCCC1, [Na+]. As a reaction SMILES: [N:1]1([CH2:7][CH2:8][CH2:9][CH2:10][CH2:11][CH2:12][N:13]2[C:14](=[O:20])[CH2:15][O:16][CH2:17][C:18]2=[O:19])[CH2:2][CH2:3][CH2:4][CH2:5][CH2:6]1.[Na+:22].[OH-:21]>>[N:1]1([CH2:7][CH2:8][CH2:9][CH2:10][CH2:11][CH2:12][NH:13][C:14]([CH2:15][O:16][CH2:17][C:18](=[O:19])[O-:21])=[O:20])[CH2:2][CH2:3][CH2:4][CH2:5][CH2:6]1.[Na+:22].